Dataset: the Open Reaction Database (ORD), a public repository of structured organic reaction records. Task: describe an organic reaction: reactants, conditions, products, and yield Starting materials: NC1=C(C=C(C=C1)Br)C(=O)C1=CC=C(C=C1)Cl ((2-Amino-5-bromo-phenyl)-(4-chloro-phenyl)-methanone), CC(C)(C)S(=O)N (2-Methyl-propane-2-sulfinic acid amide), Ti(OEt)4. Run in C1CCOC1 (THF). Run at temperature 80 celsius. Yields the product NC1=C(C=C(C=C1)Br)C(=NS(=O)C(C)(C)C)C1=CC=C(C=C1)Cl (2-Methyl-propane-2-sulfinic acid (2-amino-5-bromo-phenyl)-(4-chloro-phenyl)-methyleneamide). Reaction SMILES: [NH2:1][C:2]1[CH:7]=[CH:6][C:5]([Br:8])=[CH:4][C:3]=1[C:9]([C:11]1[CH:16]=[CH:15][C:14]([Cl:17])=[CH:13][CH:12]=1)=O.[CH3:18][C:19]([S:22]([NH2:24])=[O:23])([CH3:21])[CH3:20]>C1COCC1>[NH2:1][C:2]1[CH:7]=[CH:6][C:5]([Br:8])=[CH:4][C:3]=1[C:9]([C:11]1[CH:16]=[CH:15][C:14]([Cl:17])=[CH:13][CH:12]=1)=[N:24][S:22]([C:19]([CH3:21])([CH3:20])[CH3:18])=[O:23]. Procedure: To a solution of (2-Amino-5-bromo-phenyl)-(4-chloro-phenyl)-methanone (13.87 g, 0.05 mol) in THF (200 mL) is added 2-Methyl-propane-2-sulfinic acid amide (6.5 g, 0.05 mol) and Ti(OEt)4 (20.5 g, 0.09 mol).The stirred mixture is refluxed at 80° C. The mixture is quenched with H2O, filtered. THF is removed, extracted with ethyl acetate, dried over NaSO4 and concentrated then purified by silica gel. This produces the desired compound. The reactants are [C-]#N, O=C([O-])O, CCCC[N+](CCCC)(CCCC)CCCC, CCOC(C)=O, CC#N, Cn1nc(-c2ccc(C(F)(F)F)cc2)cc1CCl, [Na+]. The product is Cn1nc(-c2ccc(C(F)(F)F)cc2)cc1CC#N. Reaction SMILES: [C-:33]#[N:34].[C:19](=[O:20])([OH:21])[O-:22].[CH2:35]([N+:36]([CH2:37][CH2:38][CH2:39][CH3:40])([CH2:41][CH2:42][CH2:43][CH3:44])[CH2:45][CH2:46][CH2:47][CH3:48])[CH2:49][CH2:50][CH3:51].[CH3:24][CH2:25][O:26][C:27](=[O:28])[CH3:29].[CH3:30][C:31]#[N:32].[Cl:1][CH2:2][c:3]1[cH:4][c:5](-[c:9]2[cH:10][cH:11][c:12]([C:15]([F:16])([F:17])[F:18])[cH:13][cH:14]2)[n:6][n:7]1[CH3:8].[Na+:23]>>[CH2:2]([c:3]1[cH:4][c:5](-[c:9]2[cH:10][cH:11][c:12]([C:15]([F:16])([F:17])[F:18])[cH:13][cH:14]2)[n:6][n:7]1[CH3:8])[C:31]#[N:32]. The reactants are FC(C=1C=C(C(=O)Cl)C=C(C1)C(F)(F)F)(F)F (3,5-bis(trifluoromethyl)benzoyl chloride), ice, N1C=C(C2=CC=CC=C12)C[C@H]1NCC(N(C1)CCCC(=O)OCC)=O ((5R)-5-(1H-indol-3-ylmethyl)-1-[3-(ethoxycarbonyl)propyl]piperazin-2-one), N1=CC=CC=C1 (pyridine). Solvent: ClCCl (dichloromethane), ClCCl (dichloromethane). Run at time 40 minute. Yields the product FC(C=1C=C(C(=O)N2CC(N(C[C@H]2CC2=CNC3=CC=CC=C23)CCCC(=O)OCC)=O)C=C(C1)C(F)(F)F)(F)F ((5R)-4-[3,5-bis(trifluoromethyl)benzoyl]-1-[3-(ethoxycarbonyl)propyl]-5-(1H-indol-3-ylmethyl)piperazin-2-one). Yield: 35.8%. Reaction SMILES: [NH:1]1[C:9]2[C:4](=[CH:5][CH:6]=[CH:7][CH:8]=2)[C:3]([CH2:10][C@@H:11]2[CH2:16][N:15]([CH2:17][CH2:18][CH2:19][C:20]([O:22][CH2:23][CH3:24])=[O:21])[C:14](=[O:25])[CH2:13][NH:12]2)=[CH:2]1.N1C=CC=CC=1.[F:32][C:33]([F:48])([F:47])[C:34]1[CH:35]=[C:36]([CH:40]=[C:41]([C:43]([F:46])([F:45])[F:44])[CH:42]=1)[C:37](Cl)=[O:38]>ClCCl>[F:32][C:33]([F:47])([F:48])[C:34]1[CH:35]=[C:36]([CH:40]=[C:41]([C:43]([F:46])([F:44])[F:45])[CH:42]=1)[C:37]([N:12]1[C@H:11]([CH2:10][C:3]2[C:4]3[C:9](=[CH:8][CH:7]=[CH:6][CH:5]=3)[NH:1][CH:2]=2)[CH2:16][N:15]([CH2:17][CH2:18][CH2:19][C:20]([O:22][CH2:23][CH3:24])=[O:21])[C:14](=[O:25])[CH2:13]1)=[O:38]. Procedure: To an ice-cooled solution of (5R)-5-(1H-indol-3-ylmethyl)-1-[3-(ethoxycarbonyl)propyl]piperazin-2-one (0.56 g) and pyridine (0.26 ml) in dichloromethane (10 ml) was added a solution of 3,5-bis(trifluoromethyl)benzoyl chloride (0.45 g) in dichloromethane (1 ml). The solution was stirred for 40 minutes at the same temperature. After concentration, the residue was extracted with ethyl acetate. The organic layer was washed successively with aqueous sodium bicarbonate solution, water, 0.5N hydrochlor... The reactants are C(C)N(C(C)C)C(C)C (N-ethyl-N-isopropylpropan-2-amine), FC(C1=CC(=C2C=NNC2=C1)C=1C=NN(C1)CC(=O)O)(F)F (2-(4-(6-(trifluoromethyl)-1H-indazol-4-yl)-1H-pyrazol-1-yl)acetic acid), C=1C=CC2=C(C1)N=NN2O (HOBt), C(CCl)Cl (EDC), [Cl-].[NH4+] (ammonium chloride). Solvent: CN(C)C=O (DMF). Reaction conditions: time 18 hour. Yields the product FC(C1=CC(=C2C=NNC2=C1)C=1C=NN(C1)CC(=O)N)(F)F (2-(4-(6-(trifluoromethyl)-1H-indazol-4-yl)-1H-pyrazol-1-yl)acetamide). Yield: 30.8%. As a reaction SMILES: [F:1][C:2]([F:22])([F:21])[C:3]1[CH:11]=[C:10]2[C:6]([CH:7]=[N:8][NH:9]2)=[C:5]([C:12]2[CH:13]=[N:14][N:15]([CH2:17][C:18]([OH:20])=O)[CH:16]=2)[CH:4]=1.C1C=CC2N(O)N=[N:29]C=2C=1.C(Cl)CCl.[Cl-].[NH4+].C(N(C(C)C)C(C)C)C>CN(C=O)C>[F:1][C:2]([F:21])([F:22])[C:3]1[CH:11]=[C:10]2[C:6]([CH:7]=[N:8][NH:9]2)=[C:5]([C:12]2[CH:13]=[N:14][N:15]([CH2:17][C:18]([NH2:29])=[O:20])[CH:16]=2)[CH:4]=1 |f:3.4|. Procedure: To 2-(4-(6-(trifluoromethyl)-1H-indazol-4-yl)-1H-pyrazol-1-yl)acetic acid (0.052 g, 0.168 mmol) in DMF (3 mL) were added HOBt (0.029 g, 0.218 mmol), EDC (0.045 g, 0.235 mmol), ammonium chloride (0.045 g, 0.838 mmol), followed by N-ethyl-N-isopropylpropan-2-amine (0.146 mL, 0.838 mmol). The reaction mixture was stirred for 18 hours at room temperature. The crude mixture was subsequently purified by preparative HPLC (Waters SunFire C18, 5 μm, 30 mm ID×75 mm column) eluting with a gradient of 20-30... RXN SMILES: [B:24]([Br:25])([Br:26])[Br:27].[Br:1][c:2]1[cH:3][c:4]2[c:5]([cH:6][cH:7]1)[O:8][c:9]1[cH:10][cH:11][c:12]([O:22][CH3:23])[cH:13][c:14]1[C:15]21[CH2:16][O:17][CH2:18][C:19]([NH2:21])=[N:20]1.[Cl:28][CH2:29][Cl:30]>>[Br:1][c:2]1[cH:3][c:4]2[c:5]([cH:6][cH:7]1)[O:8][c:9]1[cH:10][cH:11][c:12]([OH:22])[cH:13][c:14]1[C:15]21[CH2:16][O:17][CH2:18][C:19]([NH2:21])=[N:20]1. The reactants are BrB(Br)Br, COc1ccc2c(c1)C1(COCC(N)=N1)c1cc(Br)ccc1O2, ClCCl. The product is NC1=NC2(COC1)c1cc(O)ccc1Oc1ccc(Br)cc12. Yields the product C(C)(=O)C1=CC=C(O1)CN1N=C(C=C1)NC(=O)C=1N=COC1C1=CC(=CC=C1)F (5-(3-Fluoro-phenyl)-oxazole-4-carboxylic acid [1-(5-acetyl-furan-2-ylmethyl)-1H-pyrazol-3-yl]-amide). Reaction SMILES: [CH3:1][C:2]1([C:7]2[O:11][C:10]([CH2:12][N:13]3[CH:17]=[CH:16][C:15]([NH2:18])=[N:14]3)=[CH:9][CH:8]=2)[O:6]CCO1.[F:19][C:20]1[CH:21]=[C:22]([C:26]2[O:30][CH:29]=[N:28][C:27]=2[C:31](O)=[O:32])[CH:23]=[CH:24][CH:25]=1>>[C:2]([C:7]1[O:11][C:10]([CH2:12][N:13]2[CH:17]=[CH:16][C:15]([NH:18][C:31]([C:27]3[N:28]=[CH:29][O:30][C:26]=3[C:22]3[CH:23]=[CH:24][CH:25]=[C:20]([F:19])[CH:21]=3)=[O:32])=[N:14]2)=[CH:9][CH:8]=1)(=[O:6])[CH3:1]. Procedure details: Following general procedure B followed by T, starting from 1-[5-(2-methyl-[1,3]dioxolan-2-yl)-furan-2-ylmethyl]-1H-pyrazol-3-ylamine and 5-(3-fluoro-phenyl)-oxazole-4-carboxylic acid. LC-MS-conditions 01b: tR=0.95 min; [M+H]+=395.14. Reactants: CC1(OCCO1)C1=CC=C(O1)CN1N=C(C=C1)N (1-[5-(2-methyl-[1,3]dioxolan-2-yl)-furan-2-ylmethyl]-1H-pyrazol-3-ylamine), FC=1C=C(C=CC1)C1=C(N=CO1)C(=O)O (5-(3-fluoro-phenyl)-oxazole-4-carboxylic acid), 01b.